Dataset: the Open Reaction Database (ORD), a public repository of structured organic reaction records. Task: describe an organic reaction: reactants, conditions, products, and yield Reactants: CCOC(=O)Nc1ccc2cc(Cl)ccc2c1Cl, CCO, [K+], [OH-], O. The product is Nc1ccc2cc(Cl)ccc2c1Cl. RXN SMILES: [CH2:1]([O:2][C:3](=[O:4])[NH:5][c:6]1[c:7]([Cl:17])[c:8]2[cH:9][cH:10][c:11]([Cl:16])[cH:12][c:13]2[cH:14][cH:15]1)[CH3:18].[CH3:22][CH2:23][OH:24].[K+:20].[OH-:19].[OH2:21]>>[NH2:5][c:6]1[c:7]([Cl:17])[c:8]2[cH:9][cH:10][c:11]([Cl:16])[cH:12][c:13]2[cH:14][cH:15]1. The reactants are C1(=CC=C(C=C1)S(=O)(=O)O)C.CC=1CS[C@H]2N(C1C(=O)OC(C)(C)C)C(C2N)=O (t-butyl 3-methyl-7-aminoceph-3-em-4-carboxylate toluene-p-sulphonate), FC=1NC=C(N1)CCNC(C(F)(F)F)=O (2-fluoro-4-(2-trifluoroacetylaminoethyl)imidazole). Solvent: C(C)#N (acetonitrile). The product is CC=1CS[C@H]2N(C1C(=O)OC(C)(C)C)C(C2NC=2NC=C(N2)CCNC(C(F)(F)F)=O)=O (t-butyl 3-methyl-7-[4-(2-trifluoroacetylaminoethyl)imidazol-2-yl]aminoceph-3-em-4-carboxylate). Yield: 71.6%. Reaction SMILES: C1(C)C=CC(S(O)(=O)=O)=CC=1.[CH3:12][C:13]1[CH2:14][S:15][C@@H:16]2[CH:27]([NH2:28])[C:26](=[O:29])[N:17]2[C:18]=1[C:19]([O:21][C:22]([CH3:25])([CH3:24])[CH3:23])=[O:20].F[C:31]1[NH:32][CH:33]=[C:34]([CH2:36][CH2:37][NH:38][C:39](=[O:44])[C:40]([F:43])([F:42])[F:41])[N:35]=1>C(#N)C>[CH3:12][C:13]1[CH2:14][S:15][C@@H:16]2[CH:27]([NH:28][C:31]3[NH:32][CH:33]=[C:34]([CH2:36][CH2:37][NH:38][C:39](=[O:44])[C:40]([F:41])([F:42])[F:43])[N:35]=3)[C:26](=[O:29])[N:17]2[C:18]=1[C:19]([O:21][C:22]([CH3:23])([CH3:24])[CH3:25])=[O:20] |f:0.1|. Procedure details: A mixture of t-butyl 3-methyl-7-aminoceph-3-em-4-carboxylate toluene-p-sulphonate (0.442 g.) and 2-fluoro-4-(2-trifluoroacetylaminoethyl)imidazole (0.45 g.) was stirred in acetonitrile (dried over molecular sieve, 10 ml.) at 70°-75° for 1.5 hours. The mixture was filtered and the filtrate purified on silica gel (500 g.) eluted with methylene chloride containing 1%, 2%, 3%, 4% and finally 5% v/v methanol. The relevant fractions were combined to give t-butyl 3-methyl-7-[4-(2-trifluoroacetylaminoet...